This data is from the Open Reaction Database (ORD), a public repository of structured organic reaction records. The task is: describe an organic reaction: reactants, conditions, products, and yield Starting materials: ClCc1ccc(I)cc1, O=[N+]([O-])c1ccc(Nc2cncnc2)cc1. Yields the product O=[N+]([O-])c1ccc(N(Cc2ccc(I)cc2)c2cncnc2)cc1. RXN SMILES: [I:17][c:18]1[cH:19][cH:20][c:21]([CH2:22][Cl:23])[cH:24][cH:25]1.[N+:1](=[O:2])([O-:3])[c:4]1[cH:5][cH:6][c:7]([NH:10][c:11]2[cH:12][n:13][cH:14][n:15][cH:16]2)[cH:8][cH:9]1>>[N+:1](=[O:2])([O-:3])[c:4]1[cH:5][cH:6][c:7]([N:10]([c:11]2[cH:12][n:13][cH:14][n:15][cH:16]2)[CH2:22][c:21]2[cH:20][cH:19][c:18]([I:17])[cH:25][cH:24]2)[cH:8][cH:9]1. The product is CC(=O)c1cc2ccccc2cc1O. RXN SMILES: [Br-:18].[CH3:19][Mg+:20].[CH3:1][O:2][CH2:3][NH:4][C:5](=[O:6])[c:7]1[cH:8][c:9]2[cH:10][cH:11][cH:12][cH:13][c:14]2[cH:15][c:16]1[OH:17].[Cl-:21].[NH4+:22].[O:24]1[CH2:25][CH2:26][CH2:27][CH2:28]1.[OH2:23]>>[C:5](=[O:6])([c:7]1[cH:8][c:9]2[cH:10][cH:11][cH:12][cH:13][c:14]2[cH:15][c:16]1[OH:17])[CH3:19]. Starting materials: [Br-], C[Mg+], COCNC(=O)c1cc2ccccc2cc1O, [Cl-], [NH4+], C1CCOC1, O. Reactants: FC1=C(C=C(CN)C=C1)C(F)(F)F (4-Fluoro-3-(trifluoromethyl)benzylamine), C(=O)(Cl)Cl (phosgene), CCN(C(C)C)C(C)C (DIEA), NC1=C2C=C(N=CC2=CC=C1)C (5-amino-3-methylisoquinoline). The solvent is C1(=CC=CC=C1)C (toluene), C1(=CC=CC=C1)C (toluene). The product is FC1=C(C=C(CNC(=O)NC2=C3C=C(N=CC3=CC=C2)C)C=C1)C(F)(F)F (N-[4-fluoro-3-(trifluoromethyl)benzyl]-N′-(3-methyl-5-isoquinolinyl)urea). Reaction SMILES: [F:1][C:2]1[CH:9]=[CH:8][C:5]([CH2:6][NH2:7])=[CH:4][C:3]=1[C:10]([F:13])([F:12])[F:11].[C:14](Cl)(Cl)=[O:15].CCN(C(C)C)C(C)C.[NH2:27][C:28]1[CH:37]=[CH:36][CH:35]=[C:34]2[C:29]=1[CH:30]=[C:31]([CH3:38])[N:32]=[CH:33]2>C1(C)C=CC=CC=1>[F:1][C:2]1[CH:9]=[CH:8][C:5]([CH2:6][NH:7][C:14]([NH:27][C:28]2[CH:37]=[CH:36][CH:35]=[C:34]3[C:29]=2[CH:30]=[C:31]([CH3:38])[N:32]=[CH:33]3)=[O:15])=[CH:4][C:3]=1[C:10]([F:11])([F:12])[F:13]. Reported procedure: 4-Fluoro-3-(trifluoromethyl)benzylamine (0.8 g, 4.15 mmol) in toluene (20 mL) was refluxed with 20% w/v phosgene solution in toluene (2.1 mL) overnight. The mixture was cooled to room temperature and concentrated in vacuo. The residue was again taken up in toluene (25 mL) and was stirred overnight at 80° C. with DIEA (2 mL, 11.5 mmol) and 5-amino-3-methylisoquinoline (500 mg, 3.16 mmol). The mixture was cooled to room temperature, concentrated in vacuo, and the residue was purified by silica gel...